The task is: describe an organic reaction: reactants, conditions, products, and yield. This data is from the Open Reaction Database (ORD), a public repository of structured organic reaction records. Yields the product CC(c1ccccc1N1CCCCC1)C(C(N)=O)c1ccc(C=O)cc1. As a reaction SMILES: [CH3:27][C:28](=[O:29])[CH3:30].[N:1]1([c:7]2[c:8]([CH:13]([CH3:14])[CH:15]([c:16]3[cH:17][cH:18][c:19]([CH2:20][OH:21])[cH:22][cH:23]3)[C:24](=[O:25])[NH2:26])[cH:9][cH:10][cH:11][cH:12]2)[CH2:2][CH2:3][CH2:4][CH2:5][CH2:6]1>>[N:1]1([c:7]2[c:8]([CH:13]([CH3:14])[CH:15]([c:16]3[cH:17][cH:18][c:19]([CH:20]=[O:21])[cH:22][cH:23]3)[C:24](=[O:25])[NH2:26])[cH:9][cH:10][cH:11][cH:12]2)[CH2:2][CH2:3][CH2:4][CH2:5][CH2:6]1. Reactants: CC(C)=O, CC(c1ccccc1N1CCCCC1)C(C(N)=O)c1ccc(CO)cc1. Reactants: C1=C(C=CC=2SC3=CC=CC=C3NC12)C(=O)N[C@@H](CC(C)C)C(=O)N[C@@H](CC(C)C)C(=O)N[C@@H](CC(C)C)C(=O)N[C@@H]1C(OCC1)O (N-(10H-phenothiazin-2-ylcarbonyl)-L-leucyl-L-leucyl-N1-[(3S)-2-hydroxytetrahydrofuran-3-yl]-L-leucinamide), C1=CC(=CC=2NC3=C(CCC21)C=CC=C3)C(=O)N[C@@H](CC(C)C)C(=O)N[C@@H](CC(C)C)C(=O)N[C@@H]3C(OCC3)OC (N-(10,11-dihydro-5H-dibenzo[b,f]azepin-3-ylcarbonyl)-L-leucyl-N1-[(3S)-2-methoxytetrahydrofuran-3-yl]-L-leucinamide). Yields the product C1=CC(=CC=2NC3=C(CCC21)C=CC=C3)C(=O)N[C@@H](CC(C)C)C(=O)N[C@@H](CC(C)C)C(=O)N[C@@H]3C(OCC3)O (N-(10,11-dihydro-5H-dibenzo[b,f]azepin-3-ylcarbonyl)-L-leucyl-N1-[(3S)-2-hydroxytetrahydrofuran-3-yl]-L-leucinamide). Reaction SMILES: C1C2NC3C(=CC=CC=3)SC=2C=CC=1C(N[C@H](C(N[C@H](C(N[C@H](C(N[C@H]1CCOC1O)=O)CC(C)C)=O)CC(C)C)=O)CC(C)C)=O.[CH:48]1[C:58]2[CH2:57][CH2:56][C:55]3[CH:59]=[CH:60][CH:61]=[CH:62][C:54]=3[NH:53][C:52]=2[CH:51]=[C:50]([C:63]([NH:65][C@H:66]([C:71]([NH:73][C@H:74]([C:79]([NH:81][C@H:82]2[CH2:86][CH2:85][O:84][CH:83]2[O:87]C)=[O:80])[CH2:75][CH:76]([CH3:78])[CH3:77])=[O:72])[CH2:67][CH:68]([CH3:70])[CH3:69])=[O:64])[CH:49]=1>>[CH:48]1[C:58]2[CH2:57][CH2:56][C:55]3[CH:59]=[CH:60][CH:61]=[CH:62][C:54]=3[NH:53][C:52]=2[CH:51]=[C:50]([C:63]([NH:65][C@H:66]([C:71]([NH:73][C@H:74]([C:79]([NH:81][C@H:82]2[CH2:86][CH2:85][O:84][CH:83]2[OH:87])=[O:80])[CH2:75][CH:76]([CH3:78])[CH3:77])=[O:72])[CH2:67][CH:68]([CH3:70])[CH3:69])=[O:64])[CH:49]=1. Procedure details: The experimental protocol is the same as that described for the compound of Example 2 using the compound of Example 61 as starting product. A light beige solid is obtained. Melting point: 142-143° C. Reactants: NC=1C=C2C(NC(=NC2=CC1N)C1=C(C=CC=C1)OCCC)=O (6,7-diamino-2-(2-propoxyphenyl)-4(3H)-quinazolinone), N(=O)[O-].[Na+] (sodium nitrite). Solvent: O (water), Cl (HCl). Run at time 30 minute. The product is C(CC)OC1=C(C=CC=C1)C1=NC=2C=C3C(=CC2C(N1)=O)NN=N3 (6-(2-Propoxyphenyl)-1H-1,2,3-triazolo[4,5-g]quinazolin-8(7H)-one). The yield is 82.8%. RXN SMILES: [NH2:1][C:2]1[CH:3]=[C:4]2[C:9](=[CH:10][C:11]=1[NH2:12])[N:8]=[C:7]([C:13]1[CH:18]=[CH:17][CH:16]=[CH:15][C:14]=1[O:19][CH2:20][CH2:21][CH3:22])[NH:6][C:5]2=[O:23].[N:24]([O-])=O.[Na+]>Cl.O>[CH2:20]([O:19][C:14]1[CH:15]=[CH:16][CH:17]=[CH:18][C:13]=1[C:7]1[NH:6][C:5](=[O:23])[C:4]2[CH:3]=[C:2]3[NH:1][N:24]=[N:12][C:11]3=[CH:10][C:9]=2[N:8]=1)[CH2:21][CH3:22] |f:1.2|. Reported procedure: 6,7-diamino-2-(2-propoxyphenyl)-4(3H)-quinazolinone (0.15 g, 0.51 mmol) was suspended in 1N HCl (5 mL) and cooled in an ice-methanol bath. A solution of sodium nitrite (0.035 g) in water (1 mL) was added in one portion. The reaction was stirred in an ice bath for 30 minutes, then warmed to room temperature for 90 minutes. The precipitated solid was collected by filtration, washed with water, and dried to afford the title compound as a brown solid (0.42 mmol, 83%): mp dec>260° C.; LRMS [MH+] 308.